This data is from the Open Reaction Database (ORD), a public repository of structured organic reaction records. The task is: describe an organic reaction: reactants, conditions, products, and yield RXN SMILES: [CH3:25][c:26]1[cH:27][cH:28][c:29]([NH2:30])[cH:31][cH:32]1.[CH3:33][c:34]1[cH:35][cH:36][cH:37][cH:38][cH:39]1.[CH3:40][CH2:41][O:42][C:43]([CH3:44])=[O:45].[Cl:1][C:2]([Cl:3])=[O:4].[NH2:5][c:6]1[c:7]([C:15](=[O:16])[O:17][CH3:18])[o:8][c:9]([C:11]([CH3:12])([CH3:13])[CH3:14])[cH:10]1.[cH:19]1[cH:20][cH:21][n:22][cH:23][cH:24]1>>[C:2](=[O:4])([NH:5][c:6]1[c:7]([C:15](=[O:16])[O:17][CH3:18])[o:8][c:9]([C:11]([CH3:12])([CH3:13])[CH3:14])[cH:10]1)[NH:30][c:29]1[cH:28][cH:27][c:26]([CH3:25])[cH:32][cH:31]1. Product: COC(=O)c1oc(C(C)(C)C)cc1NC(=O)Nc1ccc(C)cc1. Reactants: Cc1ccc(N)cc1, Cc1ccccc1, CCOC(C)=O, O=C(Cl)Cl, COC(=O)c1oc(C(C)(C)C)cc1N, c1ccncc1. Procedure: Sodium hydroxide (52.6 mL, 52.6 mmol) was added to an EtOH solution (100 mL) of ethyl 1-(1,1-dimethylethyl)-3-methyl-6-oxo-6,7-dihydro-1H-pyrazolo[3,4-b]pyridine-4-carboxylate (7.3 g, 26.3 mmol) and stirred at room temperature for 16 h. The solvent was removed in vacuo. The crude residue was suspended in water, and extracted with EtOAc. The combined organic layers were washed with water, dried over MgSO4, filtered, and concentrated in vacuo. The solid product obtained was set aside. The aqueous ... Reaction conditions: time 16 hour. The reactants are [OH-].[Na+] (Sodium hydroxide), CC(C)(C)N1N=C(C2=C1NC(C=C2C(=O)OCC)=O)C (ethyl 1-(1,1-dimethylethyl)-3-methyl-6-oxo-6,7-dihydro-1H-pyrazolo[3,4-b]pyridine-4-carboxylate). The product is CC(C)(C)N1N=C(C2=C1N=C(C=C2C(=O)O)O)C (1-(1,1-Dimethylethyl)-6-hydroxy-3-methyl-1H-pyrazolo[3,4-b]pyridine-4-carboxylic acid). RXN SMILES: [OH-].[Na+].[CH3:3][C:4]([N:7]1[C:11]2[NH:12][C:13](=[O:21])[CH:14]=[C:15]([C:16]([O:18]CC)=[O:17])[C:10]=2[C:9]([CH3:22])=[N:8]1)([CH3:6])[CH3:5]>CCO>[CH3:6][C:4]([N:7]1[C:11]2[N:12]=[C:13]([OH:21])[CH:14]=[C:15]([C:16]([OH:18])=[O:17])[C:10]=2[C:9]([CH3:22])=[N:8]1)([CH3:3])[CH3:5] |f:0.1|. Run in CCO (EtOH). Starting materials: N1N=C(C2=CC=CC=C12)C(=O)N[C@@H]1[C@@H](CN(C1=O)C1=CC=CC=C1)C(=O)OC(C)(C)C (1,1-Dimethylethyl cis-4-[(1H-indazol-3-ylcarbonyl)amino]-5-oxo-1-phenyl-3-pyrrolidinecarboxylate), FC(C(=O)O)(F)F (trifluoroacetic acid). Conditions: time 20 minute. Product: N1C=C(C2=CC=CC=C12)C(=O)N[C@@H]1[C@@H](CN(C1=O)C1=CC=CC=C1)C(=O)O (cis-4-[(1H-Indol-3-ylcarbonyl)amino]-5-oxo-1-phenyl-3-pyrrolidinecarboxylic acid). The yield is 79.0%. As a reaction SMILES: [NH:1]1[C:9]2[C:4](=[CH:5][CH:6]=[CH:7][CH:8]=2)[C:3]([C:10]([NH:12][C@H:13]2[C:17](=[O:18])[N:16]([C:19]3[CH:24]=[CH:23][CH:22]=[CH:21][CH:20]=3)[CH2:15][C@H:14]2[C:25]([O:27]C(C)(C)C)=[O:26])=[O:11])=N1.F[C:33](F)(F)C(O)=O>>[NH:1]1[C:9]2[C:4](=[CH:5][CH:6]=[CH:7][CH:8]=2)[C:3]([C:10]([NH:12][C@H:13]2[C:17](=[O:18])[N:16]([C:19]3[CH:24]=[CH:23][CH:22]=[CH:21][CH:20]=3)[CH2:15][C@H:14]2[C:25]([OH:27])=[O:26])=[O:11])=[CH:33]1. Reported procedure: The tert-butyl ester (230 mg, 0.547 mmol) of Example 25 was dissolved in trifluoroacetic acid (3 ml) and stirred for 20 min at room temperature after which time the reaction was concentrated in vacuo. Resuspension of the residue in CH2Cl2 and filtration gave the title compound (206 mg, 79%) as a colorless solid. Anal calcd for C19H16N4O4.8/10CF3CO2H: C,54.41; H,3.55; N,12.32; F,10.03. Found C,54.52; H,3.76; N,12.45; F,10.35. DSC=130.85°-140.96° C. at 97.64 J/g. MS calc. for C19H16N4O4 364, found... Reported procedure: To a solution of 7-[4-(2-butoxyethoxy)phenyl]-1-isobutyl-N-[4-[[[4-methyl-1-propylimidazol-5-yl]methyl]sulfanyl]phenyl]-2,3-dihydro-1-benzazepine-4-carboxamide (460 mg) in dichloromethane (15 ml) was added dropwise 70% solution of 3-chloroperbenzoic acid (175 mg) in dichloromethane (15 ml) at −78° C. Dimethylsulfide (0.1 ml) was added to the mixture, and the mixture was allowed to be at room temperature and stirred for 30 minutes. To the mixture was added water and the mixture was extracted with... Isolated yield 50.1%. The reactants are CSC (Dimethylsulfide), O (water), C(CCC)OCCOC1=CC=C(C=C1)C=1C=CC2=C(C=C(CCN2CC(C)C)C(=O)NC2=CC=C(C=C2)SCC2=C(N=CN2CCC)C)C1 (7-[4-(2-butoxyethoxy)phenyl]-1-isobutyl-N-[4-[[[4-methyl-1-propylimidazol-5-yl]methyl]sulfanyl]phenyl]-2,3-dihydro-1-benzazepine-4-carboxamide), solution, ClC1=CC(=CC=C1)C(=O)OO (3-chloroperbenzoic acid). RXN SMILES: [CH2:1]([O:5][CH2:6][CH2:7][O:8][C:9]1[CH:14]=[CH:13][C:12]([C:15]2[CH:16]=[CH:17][C:18]3[N:24]([CH2:25][CH:26]([CH3:28])[CH3:27])[CH2:23][CH2:22][C:21]([C:29]([NH:31][C:32]4[CH:37]=[CH:36][C:35]([S:38][CH2:39][C:40]5[N:44]([CH2:45][CH2:46][CH3:47])[CH:43]=[N:42][C:41]=5[CH3:48])=[CH:34][CH:33]=4)=[O:30])=[CH:20][C:19]=3[CH:49]=2)=[CH:11][CH:10]=1)[CH2:2][CH2:3][CH3:4].ClC1C=CC=C(C(OO)=[O:58])C=1.CSC.O>ClCCl>[CH2:1]([O:5][CH2:6][CH2:7][O:8][C:9]1[CH:10]=[CH:11][C:12]([C:15]2[CH:16]=[CH:17][C:18]3[N:24]([CH2:25][CH:26]([CH3:27])[CH3:28])[CH2:23][CH2:22][C:21]([C:29]([NH:31][C:32]4[CH:33]=[CH:34][C:35]([S:38]([CH2:39][C:40]5[N:44]([CH2:45][CH2:46][CH3:47])[CH:43]=[N:42][C:41]=5[CH3:48])=[O:58])=[CH:36][CH:37]=4)=[O:30])=[CH:20][C:19]=3[CH:49]=2)=[CH:13][CH:14]=1)[CH2:2][CH2:3][CH3:4]. Product: C(CCC)OCCOC1=CC=C(C=C1)C=1C=CC2=C(C=C(CCN2CC(C)C)C(=O)NC2=CC=C(C=C2)S(=O)CC2=C(N=CN2CCC)C)C1 (7-[4-(2-butoxyethoxy)phenyl]-1-isobutyl-N-[4-[[[4-methyl-1-propylimidazol-5-yl]methyl]sulfinyl]phenyl]-2,3-dihydro-1-benzazepine-4-carboxamide). Solvent: ClCCl (dichloromethane), ClCCl (dichloromethane). Reaction conditions: time 30 minute. Starting materials: O=C([O-])[O-], CC#N, O=[N+]([O-])c1sc(Cl)nc1Cl, [K+], [K+], NCc1ccccc1. Yields the product O=[N+]([O-])c1sc(NCc2ccccc2)nc1Cl. RXN SMILES: [C:1](=[O:2])([O-:3])[O-:4].[CH3:25][C:26]#[N:27].[Cl:7][c:8]1[s:9][c:10]([N+:14](=[O:15])[O-:16])[c:11]([Cl:13])[n:12]1.[K+:5].[K+:6].[NH2:17][CH2:18][c:19]1[cH:20][cH:21][cH:22][cH:23][cH:24]1>>[c:8]1([NH:17][CH2:18][c:19]2[cH:20][cH:21][cH:22][cH:23][cH:24]2)[s:9][c:10]([N+:14](=[O:15])[O-:16])[c:11]([Cl:13])[n:12]1.